From a dataset of the Open Reaction Database (ORD), a public repository of structured organic reaction records. describe an organic reaction: reactants, conditions, products, and yield Reactants: Cc1oc(C(C)(C)C)cc1-c1cc(N)[nH]n1, Nc1cc[nH]n1, C1CCOC1, O=C1Nc2ccccc2C1=CO. Yields the product Cc1oc(C(C)(C)C)cc1-c1cc(NC=C2C(=O)Nc3ccccc32)[nH]n1. Reaction SMILES: [C:19]([CH3:20])([CH3:21])([CH3:22])[c:23]1[cH:24][c:25](-[c:29]2[cH:30][c:31]([NH2:34])[nH:32][n:33]2)[c:26]([CH3:28])[o:27]1.[NH2:1][c:2]1[cH:3][cH:4][nH:5][n:6]1.[O:35]1[CH2:36][CH2:37][CH2:38][CH2:39]1.[OH:7][CH:8]=[C:9]1[C:10](=[O:18])[NH:11][c:12]2[cH:13][cH:14][cH:15][cH:16][c:17]21>>[CH:8](=[C:9]1[C:10](=[O:18])[NH:11][c:12]2[cH:13][cH:14][cH:15][cH:16][c:17]21)[NH:34][c:31]1[cH:30][c:29](-[c:25]2[cH:24][c:23]([C:19]([CH3:20])([CH3:21])[CH3:22])[o:27][c:26]2[CH3:28])[n:33][nH:32]1.